From a dataset of the Open Reaction Database (ORD), a public repository of structured organic reaction records. describe an organic reaction: reactants, conditions, products, and yield The reactants are C(CCC)(=O)C1C(CC(C(C1=O)C(=O)OC)CCC1SCCS1)=O (2-butyryl-4-methoxycarbonyl-5-[2-(1,3-dithiolan-2-yl)-ethyl]-cyclohexane-1,3-dione), [Cl-].C(C=C)O[NH3+] (allyloxyammonium chloride). The solvent is C(C)O (ethanol), C(C)(=O)[O-].[Na+] (sodium acetate). Run at temperature 20 celsius, time 20 hour. The product is 13.1, C(C=C)ONC(CCC)=C1C(CC(C(C1=O)C(=O)OC)CCC1SCCS1)=O (2-(1-allyloxyaminobutylidene)-4-methoxycarbonyl-5-[2-(1,3-dithiolan-2-yl)-ethyl]-cyclohexane-1,3-dione). Reaction SMILES: [C:1]([CH:6]1[C:11](=[O:12])[CH:10]([C:13]([O:15][CH3:16])=[O:14])[CH:9]([CH2:17][CH2:18][CH:19]2[S:23][CH2:22][CH2:21][S:20]2)[CH2:8][C:7]1=[O:24])(=O)[CH2:2][CH2:3][CH3:4].[Cl-].[CH2:26]([O:29][NH3+:30])[CH:27]=[CH2:28]>C(O)C.C([O-])(=O)C.[Na+]>[CH2:26]([O:29][NH:30][C:1](=[C:6]1[C:11](=[O:12])[CH:10]([C:13]([O:15][CH3:16])=[O:14])[CH:9]([CH2:17][CH2:18][CH:19]2[S:23][CH2:22][CH2:21][S:20]2)[CH2:8][C:7]1=[O:24])[CH2:2][CH2:3][CH3:4])[CH:27]=[CH2:28] |f:1.2,4.5|. Procedure details: 12.0 parts by weight of 2-butyryl-4-methoxycarbonyl-5-[2-(1,3-dithiolan-2-yl)-ethyl]-cyclohexane-1,3-dione were dissolved in 150 parts by volume of ethanol, and 3.29 parts by weight of allyloxyammonium chloride and 3.28 parts by weight of anhydrous sodium acetate were added. The mixture was stirred at 20° C. for 20 hours, poured onto ice-water and extracted with methylene chloride. The organic phase was concentrated to give 13.1 parts by weight of 2-(1-allyloxyaminobutylidene)-4-methoxycarbonyl-... As a reaction SMILES: [ClH:13].[N:14](=[O:15])[O-:16].[NH2:1][c:2]1[cH:3][c:4](=[O:12])[nH:5][c:6](=[O:11])[n:7]1[CH2:8][CH2:9][CH3:10].[Na+:17].[OH2:18]>>[NH2:1][c:2]1[c:3]([N:14]=[O:15])[c:4](=[O:12])[nH:5][c:6](=[O:11])[n:7]1[CH2:8][CH2:9][CH3:10]. Starting materials: Cl, O=N[O-], CCCn1c(N)cc(=O)[nH]c1=O, [Na+], O. Product: CCCn1c(N)c(N=O)c(=O)[nH]c1=O.